From a dataset of the Open Reaction Database (ORD), a public repository of structured organic reaction records. describe an organic reaction: reactants, conditions, products, and yield Reactants: CC(C)(C)OC(=O)C1CCc2ncc(NC(=O)OCc3ccccc3)c(=O)n21, C1CCOC1, CI. The product is CC(C)(C)OC(=O)C1(C)CCc2ncc(NC(=O)OCc3ccccc3)c(=O)n21. RXN SMILES: [CH2:1]([c:2]1[cH:3][cH:4][cH:5][cH:6][cH:7]1)[O:8][C:9](=[O:10])[NH:11][c:12]1[cH:13][n:14][c:15]2[n:16]([c:17]1=[O:18])[CH:19]([C:22](=[O:23])[O:24][C:25]([CH3:26])([CH3:27])[CH3:28])[CH2:20][CH2:21]2.[CH2:31]1[O:32][CH2:33][CH2:34][CH2:35]1.[CH3:29][I:30]>>[CH2:1]([c:2]1[cH:3][cH:4][cH:5][cH:6][cH:7]1)[O:8][C:9](=[O:10])[NH:11][c:12]1[cH:13][n:14][c:15]2[n:16]([c:17]1=[O:18])[C:19]([C:22](=[O:23])[O:24][C:25]([CH3:26])([CH3:27])[CH3:28])([CH3:29])[CH2:20][CH2:21]2. The reactants are CCN(C(C)C)C(C)C, C1COCCO1, CCOC(C)=O, Cl, CC(C)(C)OC(=O)CN, CCOC(=O)C1=C(O)c2ccccc2C2(CCOCC2)C1=O. Yields the product CC(C)(C)OC(=O)CNC(=O)C1=C(O)c2ccccc2C2(CCOCC2)C1=O. Reaction SMILES: [CH2:23]([N:24]([CH:25]([CH3:26])[CH3:27])[CH:28]([CH3:29])[CH3:30])[CH3:31].[CH2:42]1[O:43][CH2:44][CH2:45][O:46][CH2:47]1.[CH3:48][CH2:49][O:50][C:51]([CH3:52])=[O:53].[ClH:32].[NH2:33][CH2:34][C:35](=[O:36])[O:37][C:38]([CH3:39])([CH3:40])[CH3:41].[OH:1][C:2]1=[C:3]([C:18](=[O:19])[O:20][CH2:21][CH3:22])[C:4](=[O:17])[C:5]2([c:6]3[cH:7][cH:8][cH:9][cH:10][c:11]31)[CH2:12][CH2:13][O:14][CH2:15][CH2:16]2>>[OH:1][C:2]1=[C:3]([C:18](=[O:19])[NH:33][CH2:34][C:35](=[O:36])[O:37][C:38]([CH3:39])([CH3:40])[CH3:41])[C:4](=[O:17])[C:5]2([c:6]3[cH:7][cH:8][cH:9][cH:10][c:11]31)[CH2:12][CH2:13][O:14][CH2:15][CH2:16]2. Reactants: C(C)OC(=O)C=1N=C2N(C3=CC=C(C=C3NC2=O)C(F)(F)F)C1CC=1NC=CN1 (2-Ethoxycarbonyl-1-(1-imidazolylmethyl)-7-trifluoromethylimidazo[1,2-a]quinoxalin-4(5H)-one). Solvent: Br (hydrobromic acid). Reaction conditions: temperature 80 celsius, time 16 hour. The product is C(=O)(O)C=1N=C2N(C3=CC=C(C=C3NC2=O)C(F)(F)F)C1CC=1NC=CN1 (2-Carboxy-1-(1-imidazolylmethyl)-7-trifluoromethylimidazo[1,2-a]quinoxalin-4(5H)-one). Isolated yield 110.2%. As a reaction SMILES: C([O:3][C:4]([C:6]1[N:7]=[C:8]2[C:17](=[O:18])[NH:16][C:15]3[C:10](=[CH:11][CH:12]=[C:13]([C:19]([F:22])([F:21])[F:20])[CH:14]=3)[N:9]2[C:23]=1[CH2:24][C:25]1[NH:26][CH:27]=[CH:28][N:29]=1)=[O:5])C>Br>[C:4]([C:6]1[N:7]=[C:8]2[C:17](=[O:18])[NH:16][C:15]3[C:10](=[CH:11][CH:12]=[C:13]([C:19]([F:21])([F:20])[F:22])[CH:14]=3)[N:9]2[C:23]=1[CH2:24][C:25]1[NH:29][CH:28]=[CH:27][N:26]=1)([OH:5])=[O:3]. Reported procedure: A suspension of 2-ethoxycarbonyl-1-(1-imidazolylmethyl)-7-trifluoromethylimidazo[1,2-a]quinoxalin-4(5H)-one (Example 5) (1.9 g, 4.69 mmol) in hydrobromic acid (48% in water) (100 ml) was stirred at 80° C. for 16 h. The mixture was concentrated in vacuo, and the residue stirred with methanol to give 1.95 g (88%) of the title compound as a HBr salt, which was isolated by filtration. Reactants: compound, CS(=O)(=O)N1C(=CC2=CC(=CC=C12)C(C1=CN=CN1C)(O)C1=CC=C(C=C1)Cl)C1=CC(=CC=C1)Cl ((±)-1-methylsulfonyl-(3-chlorophenyl)-5-[(4-chlorophenyl) hydroxyl (1-methyl-1H-imidazol-5-yl) methyl] indole), CS(=O)(=O)Cl (methanesulfonyl chloride). Yields the product CS(=O)(=O)N1C=C(C2=CC(=CC=C12)C(C1=CN=CN1C)(O)C1=CC=C(C=C1)Cl)C1=CC(=CC=C1)Cl ((±)-1-Methylsulfonyl-3-(3-chlorophenyl)-5-[(4-chlorophenyl)hydroxy(1-methyl-1H-imidazol-5-yl)methyl]indole). RXN SMILES: CS([N:5]1[C:13]2[C:8](=[CH:9][C:10]([C:14]([C:22]3[CH:27]=[CH:26][C:25]([Cl:28])=[CH:24][CH:23]=3)([OH:21])[C:15]3[N:19]([CH3:20])[CH:18]=[N:17][CH:16]=3)=[CH:11][CH:12]=2)[CH:7]=[C:6]1C1C=CC=C(Cl)C=1)(=O)=O.[CH3:36][S:37](Cl)(=[O:39])=[O:38]>>[CH3:36][S:37]([N:5]1[C:13]2[C:8](=[CH:9][C:10]([C:14]([C:22]3[CH:27]=[CH:26][C:25]([Cl:28])=[CH:24][CH:23]=3)([OH:21])[C:15]3[N:19]([CH3:20])[CH:18]=[N:17][CH:16]=3)=[CH:11][CH:12]=2)[C:7]([C:23]2[CH:22]=[CH:27][CH:26]=[C:25]([Cl:28])[CH:24]=2)=[CH:6]1)(=[O:39])=[O:38]. Procedure details: Alternatively, the compound of Example 2, (±)-1-methylsulfonyl-(3-chlorophenyl)-5-[(4-chlorophenyl) hydroxyl (1-methyl-1H-imidazol-5-yl) methyl] indole was also made analogously to the method described for making Example Y, using methanesulfonyl chloride in place of 4-morpholinecarbonyl chloride. Yield: 77%. MS (Calc.): 526.46, MS(ES): 526. Starting materials: COC=1C=C(C=CC1OC)CCN (3,4-Dimethoxybenzeneethanamine), C(C1=CC=CC=C1)=O (benzaldehyde), CI (Methyl iodide). Solvent: C(C)O (ethanol). Product: COC=1C=C(C=CC1OC)CCNC (3,4-Dimethoxy-N-methylbenzenethanamine). Yield: 74.3%. RXN SMILES: [CH3:1][O:2][C:3]1[CH:4]=[C:5]([CH2:11][CH2:12][NH2:13])[CH:6]=[CH:7][C:8]=1[O:9][CH3:10].[CH:14](=O)C1C=CC=CC=1.CI>C(O)C>[CH3:1][O:2][C:3]1[CH:4]=[C:5]([CH2:11][CH2:12][NH:13][CH3:14])[CH:6]=[CH:7][C:8]=1[O:9][CH3:10]. Procedure details: 3,4-Dimethoxybenzeneethanamine (100 g) was mixed with benzaldehyde (59 g), and rotoevaporated to give an oil. Methyl iodide (69 ml) was then added and the mixture was heated for 48 h at 40° and then boiled with 80% ethanol (500 ml) for 3 h. After half of the ethanol had evaporated, the solution was treated with ether (1 liter) to give a solid that was filtered, washed with ether, treated with dilute sodium hydroxide and extracted with ether to give the title compound (80 g) as an oil that was di...